This data is from the Open Reaction Database (ORD), a public repository of structured organic reaction records. The task is: describe an organic reaction: reactants, conditions, products, and yield Starting materials: NC1=C(C(=O)OC)C=C(C=C1C)F (methyl 2-amino-5-fluoro-3-methylbenzoate), C(C)(=O)OC(C)=O (acetic anhydride), C(C)(=O)[O-].[K+] (potassium acetate), N(=O)OCCC(C)C (isoamyl nitrite). Solvent: C(Cl)(Cl)Cl (chloroform). Run at time 90 minute. Yields the product FC=1C=C2C=NNC2=C(C1)C(=O)OC (methyl 5-fluoro-1H-indazole-7-carboxylate). Yield: 42.6%. RXN SMILES: [NH2:1][C:2]1[C:11]([CH3:12])=[CH:10][C:9]([F:13])=[CH:8][C:3]=1[C:4]([O:6][CH3:7])=[O:5].C(OC(=O)C)(=O)C.C([O-])(=O)C.[K+].[N:26](OCCC(C)C)=O>C(Cl)(Cl)Cl>[F:13][C:9]1[CH:10]=[C:11]2[C:2](=[C:3]([C:4]([O:6][CH3:7])=[O:5])[CH:8]=1)[NH:1][N:26]=[CH:12]2 |f:2.3|. Reported procedure: To a solution of methyl 2-amino-5-fluoro-3-methylbenzoate (1.0 g, 5.5 mmol) from Step C above in chloroform (15 mL) was added acetic anhydride (1.2 ml) while maintaining the temperature below 40° C. The reaction mixture was stirred at room temperature for 90 min then potassium acetate (157 mg, 1.6 mmol) and isoamyl nitrite (1.62 ml, 12 mmol) were added to it. The reaction mixture was heated to reflux for overnight. The reaction mixture was cooled to room temperature, extracted with dichlormethan... Starting materials: C(C=C)C1C(C2=CC=C(C=C2CC1)OC)=O (2-allyl-6-methoxy-tetralin-1-one), C(\C=C\C)=O (crotonaldehyde). The product is COC=1C=C2CCC(C(C2=CC1)=O)C/C=C/C=O ((E)-4-(6-methoxy-1-oxo-tetralin-2-yl)but-2-enal). Reaction SMILES: [CH2:1]([CH:4]1[CH2:13][CH2:12][C:11]2[C:6](=[CH:7][CH:8]=[C:9]([O:14][CH3:15])[CH:10]=2)[C:5]1=[O:16])[CH:2]=[CH2:3].[CH:17](=[O:21])/C=C/C>>[CH3:15][O:14][C:9]1[CH:10]=[C:11]2[C:6](=[CH:7][CH:8]=1)[C:5](=[O:16])[CH:4]([CH2:1]/[CH:2]=[CH:3]/[CH:17]=[O:21])[CH2:13][CH2:12]2. Procedure: The title compound 54 is prepared according to the procedure reported in step C of Example 8 with tetralone 53 (1.1 g, 5.09 mmol) and crotonaldehyde (1.43 g, 20.34 mmol) as reactants. Purification by column chromatography on SiO2 (Petroleum/EtOAc=4:1) afford the title compound 54 as an off-white solid. (Yield 0.95 g, 76%). Starting materials: 10, CC1=CC2=CC(=CC=C2C=C1)OC(CC)=O (2-methyl-7-propionyloxynaphthalene), C(C)(=O)OC(C)=O (acetic anhydride), [Br-].[NH4+] (ammonium bromide). The reagents and catalysts are O.O.O.O.C(C)(=O)[O-].[Co+2].C(C)(=O)[O-] (cobalt acetate tetrahydrate), O.O.O.O.C(C)(=O)[O-].[Mn+2].C(C)(=O)[O-] (manganese acetate tetrahydrate). Solvent: C(C)(=O)O (acetic acid). Run at temperature 180 celsius, time 2 hour. Product: C(CC)(=O)OC1=CC=C2C=CC(=CC2=C1)C=O (7-propionyloxy-2-naphthaldehyde). RXN SMILES: [CH3:1][C:2]1[CH:11]=[CH:10][C:9]2[C:4](=[CH:5][C:6]([O:12][C:13](=[O:16])[CH2:14][CH3:15])=[CH:7][CH:8]=2)[CH:3]=1.C(OC(=O)C)(=[O:19])C.[Br-].[NH4+]>O.O.O.O.C([O-])(=O)C.[Co+2].C([O-])(=O)C.O.O.O.O.C([O-])(=O)C.[Mn+2].C([O-])(=O)C.C(O)(=O)C>[C:13]([O:12][C:6]1[CH:5]=[C:4]2[C:9]([CH:10]=[CH:11][C:2]([CH:1]=[O:19])=[CH:3]2)=[CH:8][CH:7]=1)(=[O:16])[CH2:14][CH3:15] |f:2.3,4.5.6.7.8.9.10,11.12.13.14.15.16.17|. Procedure details: The same reactor as used in the second half of Example 1 was charged with 11.4 parts of the resulting 2-methyl-7-propionyloxynaphthalene crystals, 90 parts of acetic acid, 10 parts of acetic anhydride, 0.249 part (Co=5990 we. ppm) of cobalt acetate tetrahydrate, 0.245 part (Mn=550 wt. ppm) of manganese acetate tetrahydrate, and 0.250 part (Br=2040 wt. ppm) of ammonium bromide, and pressurized to 8 kg/cm2 -G. The mixture was heated to 180° C., and air was introduced into the reactor at a rate of ... Starting materials: COP(OC)(=O)CC(CCC1=NC=2NCCCC2C=C1)=O ([2-Oxo4-(5,6,7,8-tetrahydro-[1,8]naphthyridin-2-yl)-butyl]-phosphonic acid dimethyl ester), C(C)OC(CC(CC=O)C=1C=NC(=NC1)C)=O (3-(2-Methyl-pyrimidin-5-yl)-5-oxo-pentanoic acid ethyl ester), C(=O)([O-])[O-].[K+].[K+] (K2CO3). The solvent is CN(C)C=O (DMF). Conditions: temperature 50 celsius. Product: C(C)OC(CC(CC=CC(CCC1=NC=2NCCCC2C=C1)=O)C=1C=NC(=NC1)C)=O (3-(2-Methyl-pyrimidin-5-yl)-7-oxo-9-(5,6,7,8-tetrahydro-[1,8]naphthyridin-2-yl)-non-5-enoic acid ethyl ester). As a reaction SMILES: COP([CH2:7][C:8](=[O:21])[CH2:9][CH2:10][C:11]1[CH:20]=[CH:19][C:18]2[CH2:17][CH2:16][CH2:15][NH:14][C:13]=2[N:12]=1)(=O)OC.[CH2:22]([O:24][C:25](=[O:38])[CH2:26][CH:27]([C:31]1[CH:32]=[N:33][C:34]([CH3:37])=[N:35][CH:36]=1)[CH2:28][CH:29]=O)[CH3:23].C([O-])([O-])=O.[K+].[K+]>CN(C=O)C>[CH2:22]([O:24][C:25](=[O:38])[CH2:26][CH:27]([C:31]1[CH:32]=[N:33][C:34]([CH3:37])=[N:35][CH:36]=1)[CH2:28][CH:29]=[CH:7][C:8](=[O:21])[CH2:9][CH2:10][C:11]1[CH:20]=[CH:19][C:18]2[CH2:17][CH2:16][CH2:15][NH:14][C:13]=2[N:12]=1)[CH3:23] |f:2.3.4|. Reported procedure: To a mixture of 4-10 (100 mg, 0.42 mmol) and 4-6 (160 mg, 0.54 mmol) in DMF (3 mL) was added K2CO3 (87 mg, 0.63 mmol) followed by heating to 50° C. for 18 hours. Following evaporative removal of the solvent, the residue was chromatographed (silica gel, 70:25:5 CHCl3/EtOAc/MeOH) to give 4-11 as a clear oil.